This data is from the Open Reaction Database (ORD), a public repository of structured organic reaction records. The task is: describe an organic reaction: reactants, conditions, products, and yield Reported procedure: 0.6 g of 4-fluoronitrobenzene, 0.807 g of 4-aminoquinaldine, and 0.705 g of K2CO3 were added to a solution of 2.5 ml of N-methylpyrrolidinone. The reaction medium was heated at 60° C. for 6 hours and, after cooling to room temperature, was then poured into a water and ice mixture. The yellow precipitate formed was filtered off, reslurried in water and then dried over P2O5. 0.09 g of 2-methyl-N-(4-nitrophenyl)quinol-4-amine (13) was obtained after purification by chromatography on a column of sil... Yields the product CC1=NC2=CC=CC=C2C(=C1)NC1=CC=C(C=C1)[N+](=O)[O-] (2-methyl-N-(4-nitrophenyl)quinol-4-amine). The yield is 7.6%. Solvent: O (water). The reactants are FC1=CC=C(C=C1)[N+](=O)[O-] (4-fluoronitrobenzene), NC1=CC(=NC2=CC=CC=C12)C (4-aminoquinaldine), C(=O)([O-])[O-].[K+].[K+] (K2CO3), CN1C(CCC1)=O (N-methylpyrrolidinone). Reaction SMILES: F[C:2]1[CH:7]=[CH:6][C:5]([N+:8]([O-:10])=[O:9])=[CH:4][CH:3]=1.[NH2:11][C:12]1[C:21]2[C:16](=[CH:17][CH:18]=[CH:19][CH:20]=2)[N:15]=[C:14]([CH3:22])[CH:13]=1.C([O-])([O-])=O.[K+].[K+].CN1CCCC1=O>O>[CH3:22][C:14]1[CH:13]=[C:12]([NH:11][C:2]2[CH:7]=[CH:6][C:5]([N+:8]([O-:10])=[O:9])=[CH:4][CH:3]=2)[C:21]2[C:16](=[CH:17][CH:18]=[CH:19][CH:20]=2)[N:15]=1 |f:2.3.4|. Run at temperature 60 celsius. Yield: 36.0%. Reaction SMILES: [CH2:1]([N:6]1[C:10](=[O:11])[C:9](=[CH:12][C:13]([O:15]CC)=[O:14])[S:8][CH:7]1[C:18]1[CH:23]=[CH:22][CH:21]=[CH:20][CH:19]=1)[CH2:2][CH:3]([CH3:5])[CH3:4].[OH-].[Na+].Cl>CO>[CH2:1]([N:6]1[C:10](=[O:11])[C:9](=[CH:12][C:13]([OH:15])=[O:14])[S:8][CH:7]1[C:18]1[CH:23]=[CH:22][CH:21]=[CH:20][CH:19]=1)[CH2:2][CH:3]([CH3:5])[CH3:4] |f:1.2|. Reactants: C(CC(C)C)N1C(SC(C1=O)=CC(=O)OCC)C1=CC=CC=C1 (ethyl 2-(3-isopentyl-4-oxo-2-phenylthiazolidin-5-ylidene)acetate), [OH-].[Na+] (NaOH), Cl (HCl). Yields the product C(CC(C)C)N1C(SC(C1=O)=CC(=O)O)C1=CC=CC=C1 (2-(3-Isopentyl-4-oxo-2-phenylthiazolidin-5-ylidene)acetic acid). The solvent is CO (MeOH). Procedure details: To a solution of ethyl 2-(3-isopentyl-4-oxo-2-phenylthiazolidin-5-ylidene)acetate (0.031 g, 0.1 mmol) and aq. NaOH (0.3 ml of 1 N) in MeOH was stirred at 40° C. for 2 hours. HCl (0.5 ml of 1 N) was added and the MeOH was evaporated. Water and EtOAc was added and the layers separated. The aqueous layer was extracted with EtOAc (2×), all organic layers were combined, dried (MgSO4) and evaporated to dryness to give the desired product as an orange oil (11 mg, 36%). Starting materials: CCn1c(=O)c2[nH]c(C(C)C)nc2n(CC)c1=O, [Na+], [OH-], S=P12SP3(=S)SP(=S)(S1)SP(=S)(S2)S3, c1ccncc1. Product: CCn1c(=S)c2[nH]c(C(C)C)nc2n(CC)c1=O. Reaction SMILES: [CH2:1]([CH3:2])[n:3]1[c:4](=[O:5])[n:6]([CH2:17][CH3:18])[c:7]2[n:8][c:9]([CH:14]([CH3:15])[CH3:16])[nH:10][c:11]2[c:12]1=[O:13].[Na+:34].[OH-:33].[P:19]12(=[S:20])[S:21][P:22]3(=[S:32])[S:23][P:24](=[S:30])([S:25][P:26](=[S:29])([S:27]3)[S:28]1)[S:31]2.[cH:35]1[cH:36][cH:37][n:38][cH:39][cH:40]1>>[CH2:1]([CH3:2])[n:3]1[c:4](=[O:5])[n:6]([CH2:17][CH3:18])[c:7]2[n:8][c:9]([CH:14]([CH3:15])[CH3:16])[nH:10][c:11]2[c:12]1=[S:20]. The reactants are CNO, C[Si](C)(C)[N-][Si](C)(C)C, Cl, COC(=O)c1ncc(C(O)c2ccc(F)cc2)c2c1OC(C)(C)OC2, [Li+], C1CCOC1, O. Product: CN(O)C(=O)c1ncc(C(O)c2ccc(F)cc2)c2c1OC(C)(C)OC2. RXN SMILES: [CH3:12][NH:13][OH:14].[CH3:1][Si:2]([N-:3][Si:4]([CH3:5])([CH3:6])[CH3:7])([CH3:8])[CH3:9].[ClH:11].[F:15][c:16]1[cH:17][cH:18][c:19]([CH:22]([c:23]2[c:24]3[c:25]([c:26]([C:29]([O:31][CH3:30])=[O:32])[n:27][cH:28]2)[O:33][C:34]([CH3:37])([CH3:38])[O:35][CH2:36]3)[OH:39])[cH:20][cH:21]1.[Li+:10].[O:41]1[CH2:42][CH2:43][CH2:44][CH2:45]1.[OH2:40]>>[CH3:12][N:13]([OH:14])[C:29]([c:26]1[c:25]2[c:24]([c:23]([CH:22]([c:19]3[cH:18][cH:17][c:16]([F:15])[cH:21][cH:20]3)[OH:39])[cH:28][n:27]1)[CH2:36][O:35][C:34]([CH3:37])([CH3:38])[O:33]2)=[O:31].